This data is from the Open Reaction Database (ORD), a public repository of structured organic reaction records. The task is: describe an organic reaction: reactants, conditions, products, and yield Reactants: CCOC(C)=O, [N-]=[N+]=[N-], [Na+], CN(C)C=O, CC(Nc1nc(Cl)cc(-n2cnc3ccccc32)n1)c1ccccc1. Product: CC(Nc1nc(N=[N+]=[N-])cc(-n2cnc3ccccc32)n1)c1ccccc1. Reaction SMILES: [CH3:35][CH2:36][O:37][C:38]([CH3:39])=[O:40].[N-:27]=[N+:28]=[N-:29].[Na+:26].[O:30]=[CH:31][N:32]([CH3:33])[CH3:34].[c:1]1([CH:7]([CH3:8])[NH:9][c:10]2[n:11][c:12]([Cl:25])[cH:13][c:14](-[n:16]3[cH:17][n:18][c:19]4[c:20]3[cH:21][cH:22][cH:23][cH:24]4)[n:15]2)[cH:2][cH:3][cH:4][cH:5][cH:6]1>>[c:1]1([CH:7]([CH3:8])[NH:9][c:10]2[n:11][c:12]([N:27]=[N+:28]=[N-:29])[cH:13][c:14](-[n:16]3[cH:17][n:18][c:19]4[c:20]3[cH:21][cH:22][cH:23][cH:24]4)[n:15]2)[cH:2][cH:3][cH:4][cH:5][cH:6]1.